This data is from the Open Reaction Database (ORD), a public repository of structured organic reaction records. The task is: describe an organic reaction: reactants, conditions, products, and yield The reactants are S(=O)(O)[O-].[Na+] (sodium hydrogen sulfite), BrC1=C(C(=CC(=C1)C(C(C(F)(F)F)(F)F)(C(F)(F)F)F)CC)NC(C1=CC(=C(C=C1)C#N)[N+](=O)[O-])=O (N-[2-Bromo-6-ethyl-4-(1,2,2,3,3,3-hexafluoro-1-trifluoromethyl-propyl)-phenyl]-4-cyano-3-nitro-benzamide), [OH-].[Na+] (sodium hydroxide), S(=O)(O)[O-].[Na+] (sodium hydrogen sulfite). Reagents/catalysts: [Br-].C(CCC)[N+](CCCC)(CCCC)CCCC (tetrabutylammonium bromide). Solvent: C(C)(=O)OCC (ethyl acetate), O1CCCC1 (tetrahydrofuran). Conditions: temperature 65 celsius, time 80 minute. Yields the product NC=1C=C(C(=O)NC2=C(C=C(C=C2CC)C(C(C(F)(F)F)(F)F)(C(F)(F)F)F)Br)C=CC1C#N (3-amino-N-[2-bromo-6-ethyl-4-(1,2,2,3,3,3-hexafluoro-1-trifluoromethyl-propyl)-phenyl]-4-cyano-benzamide). Yield: 109.4%. As a reaction SMILES: [Br:1][C:2]1[CH:7]=[C:6]([C:8]([F:20])([C:16]([F:19])([F:18])[F:17])[C:9]([F:15])([F:14])[C:10]([F:13])([F:12])[F:11])[CH:5]=[C:4]([CH2:21][CH3:22])[C:3]=1[NH:23][C:24](=[O:36])[C:25]1[CH:30]=[CH:29][C:28]([C:31]#[N:32])=[C:27]([N+:33]([O-])=O)[CH:26]=1.[OH-].[Na+].S([O-])(O)=O.[Na+]>O1CCCC1.[Br-].C([N+](CCCC)(CCCC)CCCC)CCC.C(OCC)(=O)C>[NH2:33][C:27]1[CH:26]=[C:25]([CH:30]=[CH:29][C:28]=1[C:31]#[N:32])[C:24]([NH:23][C:3]1[C:4]([CH2:21][CH3:22])=[CH:5][C:6]([C:8]([F:20])([C:16]([F:17])([F:18])[F:19])[C:9]([F:14])([F:15])[C:10]([F:12])([F:13])[F:11])=[CH:7][C:2]=1[Br:1])=[O:36] |f:1.2,3.4,6.7|. Procedure: N-[2-Bromo-6-ethyl-4-(1,2,2,3,3,3-hexafluoro-1-trifluoromethyl-propyl)-phenyl]-4-cyano-3-nitro-benzamide (63.9 g, 102.6 mmol) was dissolved in tetrahydrofuran (1200 ml). Aqueous sodium hydroxide (0.1 M, 550 ml), sodium hydrogen sulfite (65.3 g, 307.7 mmol) and tetrabutylammonium bromide (“TBAB”) (3.4 g, 10.3 mmol) were added. The mixture was vigorously stirred at 65° C. Further portions of sodium hydrogen sulfite were added after 20 minutes (65.3 g, 307.7 mmol) and after 80 minutes (32.7 g, 153....